Dataset: the Open Reaction Database (ORD), a public repository of structured organic reaction records. Task: describe an organic reaction: reactants, conditions, products, and yield Starting materials: COC=1C=CC2=C(CCN(C(N2)=O)C2CCNCC2)C1 (7-methoxy-3-piperidin-4-yl-1,3,4,5-tetrahydro-1,3-benzodiazepin-2-one), ClC1=CC(=NC=N1)NC1=CC2=C(NC(O2)=O)C(=C1)C (6-(6-chloro-pyrimidin-4-ylamino)-4-methyl-3H-benzoxazol-2-one), CCN(C(C)C)C(C)C (DIPEA). The product is COC1=CC2=C(NC(N(CC2)C2CCN(CC2)C2=NC=NC(=C2)NC2=CC3=C(NC(O3)=O)C(=C2)C)=O)C=C1 (7-methoxy-3-{-1-[6-(4-methyl-2-oxo-2,3-dihydro-benzoxazol-6-ylamino)-pyrimidin-4-yl]-piperidin-4-yl}-1,3,4,5-tetrahydro-benzo[d][1,3]diazepin-2-one). Procedure details: 80 mg (0.29 mmol) 7-methoxy-3-piperidin-4-yl-1,3,4,5-tetrahydro-1,3-benzodiazepin-2-one, 90 mg (0.26 mmol) 6-(6-chloro-pyrimidin-4-ylamino)-4-methyl-3H-benzoxazol-2-one and 0.15 mL (0.87 mmol) DIPEA in 1.5 mL DMF were stirred at 150° C. After the reaction of the reactants the reaction mixture was purified by preparative HPLC. The product-containing fractions were combined and evaporated down. The residue was dried. Run in CN(C)C=O (DMF). Reaction SMILES: [CH3:1][O:2][C:3]1[CH:4]=[CH:5][C:6]2[NH:12][C:11](=[O:13])[N:10]([CH:14]3[CH2:19][CH2:18][NH:17][CH2:16][CH2:15]3)[CH2:9][CH2:8][C:7]=2[CH:20]=1.Cl[C:22]1[N:27]=[CH:26][N:25]=[C:24]([NH:28][C:29]2[CH:38]=[C:37]([CH3:39])[C:32]3[NH:33][C:34](=[O:36])[O:35][C:31]=3[CH:30]=2)[CH:23]=1.CCN(C(C)C)C(C)C>CN(C=O)C>[CH3:1][O:2][C:3]1[CH:4]=[CH:5][C:6]2[NH:12][C:11](=[O:13])[N:10]([CH:14]3[CH2:19][CH2:18][N:17]([C:22]4[CH:23]=[C:24]([NH:28][C:29]5[CH:38]=[C:37]([CH3:39])[C:32]6[NH:33][C:34](=[O:36])[O:35][C:31]=6[CH:30]=5)[N:25]=[CH:26][N:27]=4)[CH2:16][CH2:15]3)[CH2:9][CH2:8][C:7]=2[CH:20]=1.